The task is: describe an organic reaction: reactants, conditions, products, and yield. This data is from the Open Reaction Database (ORD), a public repository of structured organic reaction records. The reactants are ClC=1C(=CC2=C(NC(=N2)OC=2C=CC(=C(C(=O)OC)C2)C)C1)C#CC1=C(C=CC=C1)F (methyl 5-({6-chloro-5-[(2-fluorophenyl)-ethynyl]-1H-benzimidazol-2-yl}oxy)-2-methylbenzoate), [OH-].[Na+] (NaOH). The solvent is CO (MeOH), O (water). Yields the product ClC=1C(=CC2=C(NC(=N2)OC=2C=CC(=C(C(=O)O)C2)C)C1)C#CC1=C(C=CC=C1)F (5-({6-chloro-5-[(2-fluorophenyl)ethynyl]-1H-benzimidazol-2-yl}oxy)-2-methylbenzoic acid). Reaction SMILES: [Cl:1][C:2]1[C:3]([C:23]#[C:24][C:25]2[CH:30]=[CH:29][CH:28]=[CH:27][C:26]=2[F:31])=[CH:4][C:5]2[N:9]=[C:8]([O:10][C:11]3[CH:12]=[CH:13][C:14]([CH3:21])=[C:15]([CH:20]=3)[C:16]([O:18]C)=[O:17])[NH:7][C:6]=2[CH:22]=1.[OH-].[Na+]>CO.O>[Cl:1][C:2]1[C:3]([C:23]#[C:24][C:25]2[CH:30]=[CH:29][CH:28]=[CH:27][C:26]=2[F:31])=[CH:4][C:5]2[N:9]=[C:8]([O:10][C:11]3[CH:12]=[CH:13][C:14]([CH3:21])=[C:15]([CH:20]=3)[C:16]([OH:18])=[O:17])[NH:7][C:6]=2[CH:22]=1 |f:1.2|. Procedure: A solution of methyl 5-({6-chloro-5-[(2-fluorophenyl)-ethynyl]-1H-benzimidazol-2-yl}oxy)-2-methylbenzoate (910 mg, 2.1 mmol) and 4.2 mL 5 M aqueous NaOH in 15 mL MeOH and 15 mL water was heated at 70° C. for 30 min. Volatiles were removed. The residue was dissolved in water (30 mL), and acidified with 2 N aqueous HCl, the precipitated solid was filtered (rinsing with water) and dried to afford the desired product as a white solid. LC/MS: calculated for C23H14ClFN2O3 420, observed mile 421 (M+H)+... Starting materials: CO, [H][H], CN(C)CCC=C1c2cc([N+](=O)[O-])ccc2CCn2cccc21. Product: CN(C)CCC=C1c2cc(N)ccc2CCn2cccc21. As a reaction SMILES: [CH3:26][OH:27].[H:24][H:25].[N+:1]([O-:2])(=[O:3])[c:4]1[cH:5][c:6]2[c:7]([cH:22][cH:23]1)[CH2:8][CH2:9][n:10]1[c:11]([cH:19][cH:20][cH:21]1)[C:12]2=[CH:13][CH2:14][CH2:15][N:16]([CH3:17])[CH3:18]>>[NH2:1][c:4]1[cH:5][c:6]2[c:7]([cH:22][cH:23]1)[CH2:8][CH2:9][n:10]1[c:11]([cH:19][cH:20][cH:21]1)[C:12]2=[CH:13][CH2:14][CH2:15][N:16]([CH3:17])[CH3:18]. Reactants: ClC1=C(C(=CC(=C1)C(F)(F)F)Cl)NN (2,6-dichloro-4-trifluoromethylphenylhydrazine), C(C)(=O)C(C(=O)OCC)=CN(C)C (ethyl 2-acetyl-3-dimethylaminoacrylate). Solvent: C(C)O (ethanol). Yields the product C(C)OC(=O)C=1C=NN(C1C)C1=C(C=C(C=C1Cl)C(F)(F)F)Cl (4-ethoxycarbonyl-5-methyl-1-(2,6-dichloro-4-trifluoromethylphenyl)-1H-pyrazole). Yield: 91.8%. RXN SMILES: [Cl:1][C:2]1[CH:7]=[C:6]([C:8]([F:11])([F:10])[F:9])[CH:5]=[C:4]([Cl:12])[C:3]=1[NH:13][NH2:14].[C:15]([C:18](=[CH:24]N(C)C)[C:19]([O:21][CH2:22][CH3:23])=[O:20])(=O)[CH3:16]>C(O)C>[CH2:22]([O:21][C:19]([C:18]1[CH:24]=[N:14][N:13]([C:3]2[C:2]([Cl:1])=[CH:7][C:6]([C:8]([F:9])([F:11])[F:10])=[CH:5][C:4]=2[Cl:12])[C:15]=1[CH3:16])=[O:20])[CH3:23]. Procedure: By the method of Example 5, Step A, 101.3 g (0.4134 mole) of 2,6-dichloro-4-trifluoromethylphenylhydrazine and 76.8 g (0.415 mole) of ethyl 2-acetyl-3-dimethylaminoacrylate were reacted in 1944 mL of ethanol, yielding 139.4 g of 4-ethoxycarbonyl-5-methyl-1-(2,6-dichloro-4-trifluoromethylphenyl)-1H-pyrazole as a viscous oil. A 4 g sample of this oil was removed and allowed to crystallize. The nmr spectrum of this waxy solid was consistent with the proposed structure. Starting materials: C[Si](C)(C)[N-][Si](C)(C)C, CCOCC, Cl, [Li+], Cc1ccc(C#N)cc1. Product: Cl, Cc1ccc(C(=N)N)cc1. RXN SMILES: [CH3:10][Si:11]([N-:14][Si:12]([CH3:13])([CH3:15])[CH3:16])([CH3:17])[CH3:18].[CH3:21][CH2:22][O:23][CH2:24][CH3:25].[ClH:20].[Li+:19].[c:1]1([CH3:9])[cH:2][cH:3][c:4]([C:7]#[N:8])[cH:5][cH:6]1>>[ClH:20].[c:1]1([CH3:9])[cH:2][cH:3][c:4]([C:7](=[NH:8])[NH2:14])[cH:5][cH:6]1. Reactants: C1(=CC=C(C=C1)S(=O)(=O)[O-])C.N1(CCCCC1)C1=CC=2C=CC3=[N+](C2C=C1)C=C1N3C=3C=CC(=CC3C=C1)N1CCCCC1 (3,10-Di-(1-piperidinyl)imidazo[1,2-a:3,4-a']diquinolin-15-ium p-Toluenesulfonate), C(C)O (ethanol). Product: C1(=CC=C(C=C1)S(=O)(=O)[O-])C.CC1CCN(CC1)C1=CC=2C=CC3=[N+](C2C=C1)C=C1N3C=3C=CC(=CC3C=C1)N1CCC(CC1)C (3,10-Di-(4-methyl-1-piperidinyl)imidazo[1,2-a:3,4-a']diquinolin-15-ium p-Toluenesulfonate). As a reaction SMILES: [C:1]1([CH3:11])[CH:6]=[CH:5][C:4]([S:7]([O-:10])(=[O:9])=[O:8])=[CH:3][CH:2]=1.[N:12]1([C:18]2[CH:27]=[CH:26][C:25]3[N+:24]4[CH:28]=[C:29]5[CH:38]=[CH:37][C:36]6[CH:35]=[C:34]([N:39]7[CH2:44][CH2:43]C[CH2:41][CH2:40]7)[CH:33]=[CH:32][C:31]=6[N:30]5[C:23]=4[CH:22]=[CH:21][C:20]=3[CH:19]=2)[CH2:17][CH2:16][CH2:15][CH2:14][CH2:13]1.[CH2:45](O)[CH3:46]>>[C:1]1([CH3:11])[CH:2]=[CH:3][C:4]([S:7]([O-:10])(=[O:8])=[O:9])=[CH:5][CH:6]=1.[CH3:1][CH:15]1[CH2:14][CH2:13][N:12]([C:18]2[CH:27]=[CH:26][C:25]3[N+:24]4[CH:28]=[C:29]5[CH:38]=[CH:37][C:36]6[CH:35]=[C:34]([N:39]7[CH2:40][CH2:41][CH:45]([CH3:46])[CH2:43][CH2:44]7)[CH:33]=[CH:32][C:31]=6[N:30]5[C:23]=4[CH:22]=[CH:21][C:20]=3[CH:19]=2)[CH2:17][CH2:16]1 |f:0.1,3.4|. Reported procedure: 3,10-Di-(1-piperidinyl)imidazo[1,2-a:3,4-a']diquinolin-15-ium p-Toluenesulfonate; m.p. 250°-260° C. (dec.), from ethanol. The reactants are O=C([O-])[O-], COCCOC, Cc1csc(Nc2ncc(Cl)cc2Oc2ccccc2)n1, [Na+], [Na+], OB(O)c1ccccc1, c1ccc(P(c2ccccc2)(c2ccccc2)[Pd](P(c2ccccc2)(c2ccccc2)c2ccccc2)(P(c2ccccc2)(c2ccccc2)c2ccccc2)P(c2ccccc2)(c2ccccc2)c2ccccc2)cc1. Yields the product Cl, Cc1csc(Nc2ncc(-c3ccccc3)cc2Oc2ccccc2)n1. RXN SMILES: [C:31](=[O:32])([O-:33])[O-:34].[CH3:37][O:38][CH2:39][CH2:40][O:41][CH3:42].[Cl:1][c:2]1[cH:3][c:4]([O:15][c:16]2[cH:17][cH:18][cH:19][cH:20][cH:21]2)[c:5]([NH:8][c:9]2[s:10][cH:11][c:12]([CH3:14])[n:13]2)[n:6][cH:7]1.[Na+:35].[Na+:36].[OH:22][B:23]([OH:24])[c:25]1[cH:26][cH:27][cH:28][cH:29][cH:30]1.[cH:43]1[cH:44][cH:45][c:46]([P:47]([Pd:48]([P:49]([c:50]2[cH:51][cH:52][cH:53][cH:54][cH:55]2)([c:56]2[cH:57][cH:58][cH:59][cH:60][cH:61]2)[c:62]2[cH:63][cH:64][cH:65][cH:66][cH:67]2)([P:68]([c:69]2[cH:70][cH:71][cH:72][cH:73][cH:74]2)([c:75]2[cH:76][cH:77][cH:78][cH:79][cH:80]2)[c:81]2[cH:82][cH:83][cH:84][cH:85][cH:86]2)[P:87]([c:88]2[cH:89][cH:90][cH:91][cH:92][cH:93]2)([c:94]2[cH:95][cH:96][cH:97][cH:98][cH:99]2)[c:100]2[cH:101][cH:102][cH:103][cH:104][cH:105]2)([c:106]2[cH:107][cH:108][cH:109][cH:110][cH:111]2)[c:112]2[cH:113][cH:114][cH:115][cH:116][cH:117]2)[cH:118][cH:119]1>>[ClH:1].[c:2]1(-[c:25]2[cH:26][cH:27][cH:28][cH:29][cH:30]2)[cH:3][c:4]([O:15][c:16]2[cH:17][cH:18][cH:19][cH:20][cH:21]2)[c:5]([NH:8][c:9]2[s:10][cH:11][c:12]([CH3:14])[n:13]2)[n:6][cH:7]1. The reactants are CI, CN(C)C=O, CCOCC, CCCCCC, [Cl-], CCOc1ccc(C(O)(COCc2ccc(F)c(Oc3ccccc3)c2)C(F)(F)F)cc1, [H-], [Na+], [Na+], O. Product: CCOc1ccc(C(COCc2ccc(F)c(Oc3ccccc3)c2)(OC)C(F)(F)F)cc1. Reaction SMILES: [CH3:35][I:36].[CH3:39][N:40]([CH3:41])[CH:42]=[O:43].[CH3:45][CH2:46][O:47][CH2:48][CH3:49].[CH3:50][CH2:51][CH2:52][CH2:53][CH2:54][CH3:55].[Cl-:38].[F:1][C:2]([C:3]([CH2:4][O:5][CH2:6][c:7]1[cH:8][c:9]([O:14][c:15]2[cH:16][cH:17][cH:18][cH:19][cH:20]2)[c:10]([F:13])[cH:11][cH:12]1)([OH:21])[c:22]1[cH:23][cH:24][c:25]([O:28][CH2:29][CH3:30])[cH:26][cH:27]1)([F:31])[F:32].[H-:33].[Na+:34].[Na+:37].[OH2:44]>>[F:1][C:2]([C:3]([CH2:4][O:5][CH2:6][c:7]1[cH:8][c:9]([O:14][c:15]2[cH:16][cH:17][cH:18][cH:19][cH:20]2)[c:10]([F:13])[cH:11][cH:12]1)([O:21][CH3:35])[c:22]1[cH:23][cH:24][c:25]([O:28][CH2:29][CH3:30])[cH:26][cH:27]1)([F:31])[F:32].